From a dataset of the Open Reaction Database (ORD), a public repository of structured organic reaction records. describe an organic reaction: reactants, conditions, products, and yield Starting materials: COC1=C(C(=C(C=C1)[N+](=O)[O-])C)C (4-Methoxy-2,3-dimethylnitrobenzene), [H][H] (hydrogen). Reagents/catalysts: [C].[Pd] (palladium carbon). The solvent is C(C)O (ethanol). Product: COC1=C(C(=C(N)C=C1)C)C (4-Methoxy-2,3-dimethylaniline). Yield: 69.7%. As a reaction SMILES: [CH3:1][O:2][C:3]1[CH:8]=[CH:7][C:6]([N+:9]([O-])=O)=[C:5]([CH3:12])[C:4]=1[CH3:13].[H][H]>C(O)C.[C].[Pd]>[CH3:1][O:2][C:3]1[CH:8]=[CH:7][C:6]([NH2:9])=[C:5]([CH3:12])[C:4]=1[CH3:13] |f:3.4|. Procedure details: 4-Methoxy-2,3-dimethylnitrobenzene (21.1 g, 0.15 mol) was dissolved in ethanol (300 mL), and 10% palladium carbon (50% hydrate, 1.36 g) was added. The mixture was reacted at 40° C. for 2 hours under the hydrogen atmosphere. After cooling, the catalyst was removed, ethanol was distilled off under reduced pressure, and the residue was diluted with ethyl acetate. The dilution was washed with 5% sodium hydrosulfite, dried over sodium sulfate, and purified by small amount silica gel column chromatogr... As a reaction SMILES: Br[CH2:2][CH2:3][CH2:4][S:5](=[O:38])([C:32]1[CH:37]=[CH:36][CH:35]=[CH:34][CH:33]=1)=[N:6][C:7](=[O:31])[C:8]1[CH:13]=[C:12]([C:14]#[C:15][C:16]2[CH:21]=[CH:20][CH:19]=[C:18]([NH:22][C:23]([C:25]3[O:26][CH:27]=[CH:28][C:29]=3[CH3:30])=[O:24])[CH:17]=2)[CH:11]=[N:10][CH:9]=1.[NH:39]1[CH2:44][CH2:43][O:42][CH2:41][CH2:40]1>>[CH3:30][C:29]1[CH:28]=[CH:27][O:26][C:25]=1[C:23]([NH:22][C:18]1[CH:17]=[C:16]([C:15]#[C:14][C:12]2[CH:11]=[N:10][CH:9]=[C:8]([CH:13]=2)[C:7]([N:6]=[S@@:5]([CH2:4][CH2:3][CH2:2][N:39]2[CH2:44][CH2:43][O:42][CH2:41][CH2:40]2)(=[O:38])[C:32]2[CH:33]=[CH:34][CH:35]=[CH:36][CH:37]=2)=[O:31])[CH:21]=[CH:20][CH:19]=1)=[O:24]. Reported procedure: In a manner similar to that described for Example 508, N-[(3-bromopropyl)(oxido)phenyl--sulfanylidene]-5-({3-[(3-methyl-2-furoyl)amino]phenyl}ethynyl)nicotinamide and morpholine were converted to the title compound. Product: CC1=C(OC=C1)C(=O)NC=1C=C(C=CC1)C#CC=1C=NC=C(C(=O)N=[S@](C2=CC=CC=C2)(=O)CCCN2CCOCC2)C1 ((S)-5-({3-[(3-methyl-2-furoyl)amino]phenyl}ethynyl)-N-[(3-morpholin-4-ylpropyl)(oxido)phenyl--sulfanylidene]nicotinamide). The reactants are BrCCCS(=NC(C1=CN=CC(=C1)C#CC1=CC(=CC=C1)NC(=O)C=1OC=CC1C)=O)(C1=CC=CC=C1)=O (N-[(3-bromopropyl)(oxido)phenyl--sulfanylidene]-5-({3-[(3-methyl-2-furoyl)amino]phenyl}ethynyl)nicotinamide), N1CCOCC1 (morpholine).